describe an organic reaction: reactants, conditions, products, and yield From a dataset of the Open Reaction Database (ORD), a public repository of structured organic reaction records. Starting materials: NC1CCN(c2nc(NCC(c3ccccc3)c3ccccc3)c3ncn(C4CC(NC(=O)CCO)C(O)C4O)c3n2)C1, NCC(c1ccc(O)cc1)c1ccc(O)cc1, NCC(c1ccccc1)c1ccccc1. Product: NC1CCN(c2nc(NCC(c3ccc(O)cc3)c3ccc(O)cc3)c3ncn(C4CC(NC(=O)CCO)C(O)C4O)c3n2)C1. RXN SMILES: [NH2:1][CH:2]1[CH2:3][N:4]([c:7]2[n:8][c:9]([NH:29][CH2:30][CH:31]([c:32]3[cH:33][cH:34][cH:35][cH:36][cH:37]3)[c:38]3[cH:39][cH:40][cH:41][cH:42][cH:43]3)[c:10]3[n:11][cH:12][n:13]([CH:16]4[CH:17]([OH:28])[CH:18]([OH:27])[CH:19]([NH:21][C:22]([CH2:23][CH2:24][OH:25])=[O:26])[CH2:20]4)[c:14]3[n:15]2)[CH2:5][CH2:6]1.[NH2:44][CH2:45][CH:46]([c:47]1[cH:48][cH:49][c:50]([OH:53])[cH:51][cH:52]1)[c:54]1[cH:55][cH:56][c:57]([OH:60])[cH:58][cH:59]1.[c:61]1([CH:62]([c:63]2[cH:64][cH:65][cH:66][cH:67][cH:68]2)[CH2:69][NH2:70])[cH:71][cH:72][cH:73][cH:74][cH:75]1>>[NH2:1][CH:2]1[CH2:3][N:4]([c:7]2[n:8][c:9]([NH:44][CH2:45][CH:46]([c:47]3[cH:48][cH:49][c:50]([OH:53])[cH:51][cH:52]3)[c:54]3[cH:55][cH:56][c:57]([OH:60])[cH:58][cH:59]3)[c:10]3[n:11][cH:12][n:13]([CH:16]4[CH:17]([OH:28])[CH:18]([OH:27])[CH:19]([NH:21][C:22]([CH2:23][CH2:24][OH:25])=[O:26])[CH2:20]4)[c:14]3[n:15]2)[CH2:5][CH2:6]1.